describe an organic reaction: reactants, conditions, products, and yield From a dataset of the Open Reaction Database (ORD), a public repository of structured organic reaction records. The reactants are COc1cc(-c2cc(CN3CCNCC3)ccn2)cc(OC)c1OC, COc1ccc(C=CC(=O)O)c(OC)c1OC. Product: COc1cc(-c2cc(CN3CCN(C(=O)C=Cc4ccc(OC)c(OC)c4OC)CC3)ccn2)cc(OC)c1OC. RXN SMILES: [CH3:1][O:2][c:3]1[cH:4][c:5](-[c:13]2[n:14][cH:15][cH:16][c:17]([CH2:19][N:20]3[CH2:21][CH2:22][NH:23][CH2:24][CH2:25]3)[cH:18]2)[cH:6][c:7]([O:11][CH3:12])[c:8]1[O:9][CH3:10].[CH3:26][O:27][c:28]1[c:29]([CH:30]=[CH:31][C:32](=[O:33])[OH:34])[cH:35][cH:36][c:37]([O:41][CH3:42])[c:38]1[O:39][CH3:40]>>[CH3:1][O:2][c:3]1[cH:4][c:5](-[c:13]2[n:14][cH:15][cH:16][c:17]([CH2:19][N:20]3[CH2:21][CH2:22][N:23]([C:32]([CH:31]=[CH:30][c:29]4[c:28]([O:27][CH3:26])[c:38]([O:39][CH3:40])[c:37]([O:41][CH3:42])[cH:36][cH:35]4)=[O:33])[CH2:24][CH2:25]3)[cH:18]2)[cH:6][c:7]([O:11][CH3:12])[c:8]1[O:9][CH3:10].